From a dataset of the Open Reaction Database (ORD), a public repository of structured organic reaction records. describe an organic reaction: reactants, conditions, products, and yield Starting materials: CC(=CCC/C(=C/CCC(C)(C#C)O)/C)C (dehydronerolidol), [Cl-].[NH4+] (ammonium chloride), cuprous chloride, O (water), O=O (oxygen). Solvent: C(C)O (ethyl alcohol). Reaction conditions: time 18 hour. Product: CC(C)=CCCC(=CCCC(C#CC#CC(CCC=C(CCC=C(C)C)C)(O)C)(O)C)C (2,6,10,15,19,23-hexamethyltetracosa-2,6,18,22-tetraene-11,13-diyne-10,15-diol). Reaction SMILES: [CH3:1][C:2]([CH3:16])=[CH:3][CH2:4][CH2:5]/[C:6](/[CH3:15])=[CH:7]/[CH2:8][CH2:9][C:10]([OH:14])([C:12]#[CH:13])[CH3:11].[Cl-].[NH4+].[OH2:19].O=O>C(O)C>[CH3:16][C:2](=[CH:3][CH2:4][CH2:5][C:6]([CH3:15])=[CH:7][CH2:8][CH2:9][C:10]([CH3:11])([OH:19])[C:12]#[C:13][C:13]#[C:12][C:10]([CH3:11])([OH:14])[CH2:9][CH2:8][CH:7]=[C:6]([CH3:15])[CH2:5][CH2:4][CH:3]=[C:2]([CH3:16])[CH3:1])[CH3:1] |f:1.2|. Reported procedure: A 5 l-capacity, 3-neck, round-bottom flask was charged with 114.7 g of dehydronerolidol, 305.9 g of ammonium chloride, 191.2 g of cuprous chloride, 765 ml of water and 765 ml of ethyl alcohol, and the mixture was agitated at room temperature for 18 hours while blowing oxygen thereinto. After completion of the reaction, none of the starting reactants were left. The reaction mixture was separated with a centrifuge, and the mother solution was extracted with benzene. Benzene and ethyl alcohol were ... The reactants are C(C)(=O)N1CCCC2=C(C=CC=C12)OCC1CO1 (1-acetyl-5-(2,3-epoxypropoxy)-1,2,3,4-tetrahydroquinoline), ( i ), C(C)O (ethanol). The solvent is Cl.C1C(CCC2=CC=CC=C12)NCC(COC1=C2CCCN(C2=CC=C1)C(C)=O)O (N-(1,2,3,4-tetrahydronaphth-2-yl)-2-hydroxy-3-(1-acetyl-1,2,3,4-tetrahydroquinolin-5-yloxy)propanamine hydrochloride). Product: NC1CC2=CC=CC=C2CC1 (2-aminotetralin). As a reaction SMILES: C([N:4]1[C:13]2[C:8](=[C:9](OCC3OC3)[CH:10]=[CH:11][CH:12]=2)[CH2:7][CH2:6][CH2:5]1)(=O)C.[CH2:19](O)C>Cl.C1C2C(=CC=CC=2)CCC1NCC(O)COC1C=CC=C2C=1CCCN2C(=O)C>[NH2:4][CH:5]1[CH2:6][CH2:7][C:8]2[C:9](=[CH:10][CH:11]=[CH:12][CH:13]=2)[CH2:19]1 |f:2.3|. Reported procedure: Following the procedure of Example 27, but starting from 1-acetyl-5-(2,3-epoxypropoxy)-1,2,3,4-tetrahydroquinoline (2.77 g) and 2-aminotetralin (1.49 g) in ethanol (30 ml), N-(1,2,3,4-tetrahydronaphth-2-yl)-2-hydroxy-3-(1-acetyl-1,2,3,4-tetrahydroquinolin-5-yloxy)propanamine hydrochloride is obtained ((i): R=H, Ar=radical 66, wherein Z is methyl, and the chain is attached to position 2 of the tetralin moiety). Reactants: C(C)(=O)N1[C@H](CCC2=C(C(=CC=C12)Br)OC1=CC=C(C(=O)N)C=C1)C (4-[[(2S)-1-acetyl-6-bromo-2-methyl-1,2,3,4-tetrahydroquinolin-5-yl]oxy]benzamide), CC1(C(OB(O1)C=1C=NN(C1)C1CCN(CC1)C(=O)OC(C)(C)C)(C)C)C (tert-butyl 4-[4-(tetramethyl-1,3,2-dioxaborolan-2-yl)-1H-pyrazol-1-yl]piperidine-1-carboxylate), C([O-])([O-])=O.[K+].[K+] (potassium carbonate). The reagents and catalysts are C1=CC=C(C=C1)P([C-]2C=CC=C2)C3=CC=CC=C3.C1=CC=C(C=C1)P([C-]2C=CC=C2)C3=CC=CC=C3.Cl[Pd]Cl.[Fe+2].ClCCl ([1,1′-bis(diphenylphosphino)ferrocene]dichloropalladium(II) dichloromethane). Run in O1CCOCC1 (1,4-dioxane), O (water). Reaction conditions: temperature 100 celsius, time 8 hour. The product is C(C)(=O)N1[C@H](CCC2=C(C(=CC=C12)C=1C=NN(C1)C1CCN(CC1)C(=O)OC(C)(C)C)OC1=CC=C(C=C1)C(N)=O)C (tert-butyl 4-[4-[(2S)-1-acetyl-5-(4-carbamoylphenoxy)-2-methyl-1,2,3,4-tetrahydroquinolin-6-yl]-1H-pyrazol-1-yl]piperidine-1-carboxylate). Isolated yield 69.7%. As a reaction SMILES: [C:1]([N:4]1[C:13]2[C:8](=[C:9]([O:15][C:16]3[CH:24]=[CH:23][C:19]([C:20]([NH2:22])=[O:21])=[CH:18][CH:17]=3)[C:10](Br)=[CH:11][CH:12]=2)[CH2:7][CH2:6][C@@H:5]1[CH3:25])(=[O:3])[CH3:2].CC1(C)OB([C:32]2[CH:33]=[N:34][N:35]([CH:37]3[CH2:42][CH2:41][N:40]([C:43]([O:45][C:46]([CH3:49])([CH3:48])[CH3:47])=[O:44])[CH2:39][CH2:38]3)[CH:36]=2)OC1(C)C.C(=O)([O-])[O-].[K+].[K+]>O1CCOCC1.O.C1C=CC(P(C2C=CC=CC=2)[C-]2C=CC=C2)=CC=1.C1C=CC(P(C2C=CC=CC=2)[C-]2C=CC=C2)=CC=1.Cl[Pd]Cl.[Fe+2].ClCCl>[C:1]([N:4]1[C:13]2[C:8](=[C:9]([O:15][C:16]3[CH:24]=[CH:23][C:19]([C:20](=[O:21])[NH2:22])=[CH:18][CH:17]=3)[C:10]([C:32]3[CH:33]=[N:34][N:35]([CH:37]4[CH2:38][CH2:39][N:40]([C:43]([O:45][C:46]([CH3:49])([CH3:48])[CH3:47])=[O:44])[CH2:41][CH2:42]4)[CH:36]=3)=[CH:11][CH:12]=2)[CH2:7][CH2:6][C@@H:5]1[CH3:25])(=[O:3])[CH3:2] |f:2.3.4,7.8.9.10.11|. Procedure details: A mixture of 4-[[(2S)-1-acetyl-6-bromo-2-methyl-1,2,3,4-tetrahydroquinolin-5-yl]oxy]benzamide (0.080 g, 0.20 mmol), tert-butyl 4-[4-(tetramethyl-1,3,2-dioxaborolan-2-yl)-1H-pyrazol-1-yl]piperidine-1-carboxylate (0.090 g, 0.24 mmol), potassium carbonate (0.082 g, 0.59 mmol), and [1,1′-bis(diphenylphosphino)ferrocene]dichloropalladium(II) dichloromethane adduct (0.016 g, 0.02 mmol) in 1,4-dioxane (20 mL) and water (2 mL) stirred overnight at 100° C. The reaction mixture was cooled to room temperat... Reactants: ClC1=CC(=C(C=C1)C(CCC1=CC=C(C=C1)S(=O)(=O)NCC(C)(C)O)=O)NC1=CC=CC=C1 (4-[3-(4-chloro-2-phenylaminophenyl)-3-oxo-propyl]-N-(2-hydroxy-2-methylpropyl)-benzenesulfonamide), O=C(C(=O)Cl)C (2-oxopropionyl chloride). Run in C1(=CC=CC=C1)C (toluene). Conditions: temperature 120 celsius. Yields the product ClC=1C=CC(=C(C1)N(C(C(C)=O)=O)C1=CC=CC=C1)C(CCC1=CC=C(C=C1)S(NCC(C)(C)O)(=O)=O)=O (N-(5-chloro-2-{3-[4-(2-hydroxy-2-methylpropylsulfamoyl)-phenyl]-propionyl}-phenyl)-2-oxo-N-phenyl-propionamide). RXN SMILES: [Cl:1][C:2]1[CH:7]=[CH:6][C:5]([C:8](=[O:26])[CH2:9][CH2:10][C:11]2[CH:16]=[CH:15][C:14]([S:17]([NH:20][CH2:21][C:22]([OH:25])([CH3:24])[CH3:23])(=[O:19])=[O:18])=[CH:13][CH:12]=2)=[C:4]([NH:27][C:28]2[CH:33]=[CH:32][CH:31]=[CH:30][CH:29]=2)[CH:3]=1.[O:34]=[C:35]([CH3:39])[C:36](Cl)=[O:37]>C1(C)C=CC=CC=1>[Cl:1][C:2]1[CH:7]=[CH:6][C:5]([C:8](=[O:26])[CH2:9][CH2:10][C:11]2[CH:16]=[CH:15][C:14]([S:17](=[O:19])(=[O:18])[NH:20][CH2:21][C:22]([OH:25])([CH3:24])[CH3:23])=[CH:13][CH:12]=2)=[C:4]([N:27]([C:28]2[CH:29]=[CH:30][CH:31]=[CH:32][CH:33]=2)[C:36](=[O:37])[C:35](=[O:34])[CH3:39])[CH:3]=1. Procedure: To 4-[3-(4-chloro-2-phenylaminophenyl)-3-oxo-propyl]-N-(2-hydroxy-2-methylpropyl)-benzenesulfonamide (0.138 g) in toluene (10 mL) was added 2-oxopropionyl chloride (0.3 mL), and the mixture heated at 120° C. for 3 h to form N-(5-chloro-2-{3-[4-(2-hydroxy-2-methylpropylsulfamoyl)-phenyl]-propionyl}-phenyl)-2-oxo-N-phenyl-propionamide, which was used without further purification. Reactants: Oc1ccc2cc(Br)ccc2c1, C=CCBr. Yields the product C=CCOc1ccc2cc(Br)ccc2c1. Reaction SMILES: [Br:1][c:2]1[cH:3][c:4]2[cH:5][cH:6][c:7]([OH:12])[cH:8][c:9]2[cH:10][cH:11]1.[CH2:13]([CH:14]=[CH2:15])[Br:16]>>[Br:1][c:2]1[cH:3][c:4]2[cH:5][cH:6][c:7]([O:12][CH2:15][CH:14]=[CH2:13])[cH:8][c:9]2[cH:10][cH:11]1. Starting materials: COC(C)O, COc1cc2nc(Cl)[nH]c(=O)c2cc1OC, N=C(c1cccc2c1CCNC2)N1CCOCC1. Product: COc1cc2nc(N3CCc4c(cccc4C(=N)N4CCOCC4)C3)[nH]c(=O)c2cc1OC. Reaction SMILES: [CH3:35][O:36][CH:37]([OH:38])[CH3:39].[Cl:1][c:2]1[n:3][c:4]2[cH:5][c:6]([O:15][CH3:16])[c:7]([O:13][CH3:14])[cH:8][c:9]2[c:10](=[O:12])[nH:11]1.[NH:17]=[C:18]([c:19]1[c:20]2[c:25]([cH:26][cH:27][cH:28]1)[CH2:24][NH:23][CH2:22][CH2:21]2)[N:29]1[CH2:30][CH2:31][O:32][CH2:33][CH2:34]1>>[c:2]1([N:23]2[CH2:22][CH2:21][c:20]3[c:19]([C:18](=[NH:17])[N:29]4[CH2:30][CH2:31][O:32][CH2:33][CH2:34]4)[cH:28][cH:27][cH:26][c:25]3[CH2:24]2)[n:3][c:4]2[cH:5][c:6]([O:15][CH3:16])[c:7]([O:13][CH3:14])[cH:8][c:9]2[c:10](=[O:12])[nH:11]1. Starting materials: CO, CCCc1c(C(=O)NC2CC2)nnn1-c1ccc(NC(=O)CCSC)cc1. Product: CCCc1c(C(=O)NC2CC2)nnn1-c1ccc(NC(=O)CCS(C)=O)cc1. As a reaction SMILES: [CH3:28][OH:29].[CH:1]1([NH:4][C:5](=[O:6])[c:7]2[n:8][n:9][n:10](-[c:15]3[cH:16][cH:17][c:18]([NH:21][C:22]([CH2:23][CH2:24][S:25][CH3:26])=[O:27])[cH:19][cH:20]3)[c:11]2[CH2:12][CH2:13][CH3:14])[CH2:2][CH2:3]1>>[CH:1]1([NH:4][C:5](=[O:6])[c:7]2[n:8][n:9][n:10](-[c:15]3[cH:16][cH:17][c:18]([NH:21][C:22]([CH2:23][CH2:24][S:25]([CH3:26])=[O:29])=[O:27])[cH:19][cH:20]3)[c:11]2[CH2:12][CH2:13][CH3:14])[CH2:2][CH2:3]1.